Dataset: the Open Reaction Database (ORD), a public repository of structured organic reaction records. Task: describe an organic reaction: reactants, conditions, products, and yield Starting materials: OC1=CC(CC(C1)(C)C)=O (3-hydroxy-5,5-dimethyl-2-cyclohexen-1-one), thiolsulfonate, alkali metal hydroxide, O (water), O (water), CO (methanol), C(C)O (ethanol). Run in C(C)#N (acetonitrile), O1CCOCC1 (dioxane), CN(C=O)C (dimethylformamide), C(C)C(=O)C (methyl ethyl ketone), CC(=O)C (acetone), CC(C)O (2-propanol). Conditions: temperature 45 celsius. Yields the product CC1(CC(=O)CC(=O)C1)C (DIMEDONE). RXN SMILES: [OH:1][C:2]1[CH2:7][C:6]([CH3:9])([CH3:8])[CH2:5][C:4](=[O:10])[CH:3]=1.O.CO.C(O)C>C(#N)C.O1CCOCC1.CN(C)C=O.C(C(C)=O)C.CC(C)=O.CC(O)C>[CH3:8][C:6]1([CH3:9])[CH2:5][C:4](=[O:10])[CH2:3][C:2](=[O:1])[CH2:7]1. Procedure: A mixture of 3-hydroxy-5,5-dimethyl-2-cyclohexen-1-one (dimedone), and R1 -thiolsulfonate, an alkali metal hydroxide, water and a water-miscible solvent, i.e., methanol, ethanol, 2-propanol, acetone, methyl ethyl ketone, dimethylformamide, dioxane or acetonitrile, is heated with stirring at any temperature between about 45°C. and the boiling temperature of the aqueous solvent (preferably at the boiling temperature) for a period of time of about one hour to about 48 hours (preferably three to 24 ... The reactants are C(C)(C)(C)OO (tert-butyl hydroperoxide), 4A, Ti(Oi-Pr)4, L(+)diisopropyl tartrate, C(C1=CC=CC=C1)OC\C=C/CO (Z-4-(benzyloxy)-2-buten-1-ol), 3A. Run in C(C)(C)CC(C)(C)C (isooctane), C(Cl)Cl (CH2Cl2), C(Cl)Cl (CH2Cl2). Run at temperature -20 celsius, time 10 minute. Product: C(C1=CC=CC=C1)OC[C@@H]1[C@@H](O1)CO ((2S-cis)-3-(Benzyloxymethyl)oxirane methanol). As a reaction SMILES: C([O:5]O)(C)(C)C.[CH2:7]([O:14][CH2:15]/[CH:16]=[CH:17]\[CH2:18][OH:19])[C:8]1[CH:13]=[CH:12][CH:11]=[CH:10][CH:9]=1>C(Cl)Cl.C(CC(C)(C)C)(C)C>[CH2:7]([O:14][CH2:15][C@H:16]1[O:5][C@H:17]1[CH2:18][OH:19])[C:8]1[CH:13]=[CH:12][CH:11]=[CH:10][CH:9]=1. Procedure details: To a slurry of 5.0 g of powdered 4A molecular sieves in 400 ml of dry CH2Cl2 was added 2.09 g (8.42 mmole) of Ti(Oi-Pr)4 and 2.76 g (11.8 mmole) of L(+)diisopropyl tartrate at O'C under argon. The mixture was allowed to stir for 10 min, cooled to -20° C., and 22.5 ml of 3.8M tert-butyl hydroperoxide in isooctane is added slowly at -20° C. The catalyst was allowed to "age" for 30 min. A solution of 7.50 g (42.1 mmole) of Z-4-(benzyloxy)-2-buten-1-ol in 15 ml of CH2Cl2 was dried over 3A molecular ... Starting materials: FC(C=1C=C(C=C(C1)C(F)(F)F)C(C(=O)N(C)C=1C=NC(=CC1C1=C(C=C(C=C1)F)C)Cl)(C)C)(F)F (2-[3,5-bis(trifluoromethyl)phenyl]-N-[6-chloro-4-(4-fluoro-2-methylphenyl)-3-pyridinyl]-N,2-dimethylpropanamide), C1[C@H]2N(CCNC1)CCC2 ((9aS)-Octahydro-1H-pyrrolo[1,2-d][1,4]diazepine), C([O-])([O-])=O.[K+].[K+] (potassium carbonate), [NH4+].[Cl-] (NH4Cl). Run in CS(=O)C (DMSO). Run at temperature 150 celsius. Product: FC(C=1C=C(C=C(C1)C(F)(F)F)C(C(=O)N(C)C=1C=NC(=CC1C1=C(C=C(C=C1)F)C)N1CCN2[C@H](CC1)CCC2)(C)C)(F)F (2-[3,5-Bis(trifluoromethyl)phenyl]-N-{4-(4-fluoro-2-methylphenyl)-6-[(9aS)-octahydro-3H-pyrrolo[1,2-d][1,4]diazepin-3-yl]-3-pyridinyl}-N,2-dimethylpropanamide). Yield: 44.9%. Reaction SMILES: [F:1][C:2]([F:36])([F:35])[C:3]1[CH:4]=[C:5]([C:13]([CH3:34])([CH3:33])[C:14]([N:16]([C:18]2[CH:19]=[N:20][C:21](Cl)=[CH:22][C:23]=2[C:24]2[CH:29]=[CH:28][C:27]([F:30])=[CH:26][C:25]=2[CH3:31])[CH3:17])=[O:15])[CH:6]=[C:7]([C:9]([F:12])([F:11])[F:10])[CH:8]=1.[CH2:37]1[CH2:43][NH:42][CH2:41][CH2:40][N:39]2[CH2:44][CH2:45][CH2:46][C@@H:38]12.C(=O)([O-])[O-].[K+].[K+].[NH4+].[Cl-]>CS(C)=O>[F:1][C:2]([F:36])([F:35])[C:3]1[CH:4]=[C:5]([C:13]([CH3:34])([CH3:33])[C:14]([N:16]([C:18]2[CH:19]=[N:20][C:21]([N:42]3[CH2:43][CH2:37][C@@H:38]4[CH2:46][CH2:45][CH2:44][N:39]4[CH2:40][CH2:41]3)=[CH:22][C:23]=2[C:24]2[CH:29]=[CH:28][C:27]([F:30])=[CH:26][C:25]=2[CH3:31])[CH3:17])=[O:15])[CH:6]=[C:7]([C:9]([F:12])([F:11])[F:10])[CH:8]=1 |f:2.3.4,5.6|. Reported procedure: A 8 ml sealed vial was charged with 60 mg (0.112 mmoles) of 2-[3,5-bis(trifluoromethyl)phenyl]-N-[6-chloro-4-(4-fluoro-2-methylphenyl)-3-pyridinyl]-N,2-dimethylpropanamide (WO 2005/002577), 47 mg (0.335 mmol) of (9aS)-octahydro-1H-pyrrolo[1,2-d][1,4]diazepine (D6), 31 mg of potassium carbonate (0.224 mmol); the reagents were dissolved in 0.5 ml of DMSO. The reaction mixture was heated at 150° C. overnight and then added to a saturated NH4Cl solution and back extracted with DCM; the crude materia... Reactants: BrC1=CC=2C3=C(NC2C=C1)CCN(C3)C(=O)OCC (ethyl 8-bromo-3,4-dihydro-1H-pyrido[4,3-b]indole-2(5H)-carboxylate), N1=CC(=CC=C1)B(O)O (pyridine-3-boronic acid), [O-]P(=O)([O-])[O-].[K+].[K+].[K+] (K3PO4). Reagents/catalysts: Cl[Pd]([P](C1=CC=CC=C1)(C2=CC=CC=C2)C3=CC=CC=C3)([P](C4=CC=CC=C4)(C5=CC=CC=C5)C6=CC=CC=C6)Cl (PdCl2(PPh3)2). The solvent is CN(C)C=O.O (DMF H2O). Conditions: temperature 100 celsius. Product: N1=CC(=CC=C1)C1=CC=2C3=C(NC2C=C1)CCN(C3)C(=O)OCC (ethyl 3,4-dihydro-8-(pyridin-3-yl)-1H-pyrido[4,3-b]indole-2(5H)-carboxylate). The yield is 64.3%. As a reaction SMILES: Br[C:2]1[CH:10]=[CH:9][C:8]2[NH:7][C:6]3[CH2:11][CH2:12][N:13]([C:15]([O:17][CH2:18][CH3:19])=[O:16])[CH2:14][C:5]=3[C:4]=2[CH:3]=1.[N:20]1[CH:25]=[CH:24][CH:23]=[C:22](B(O)O)[CH:21]=1.[O-]P([O-])([O-])=O.[K+].[K+].[K+]>CN(C=O)C.O.Cl[Pd](Cl)([P](C1C=CC=CC=1)(C1C=CC=CC=1)C1C=CC=CC=1)[P](C1C=CC=CC=1)(C1C=CC=CC=1)C1C=CC=CC=1>[N:20]1[CH:25]=[CH:24][CH:23]=[C:22]([C:2]2[CH:10]=[CH:9][C:8]3[NH:7][C:6]4[CH2:11][CH2:12][N:13]([C:15]([O:17][CH2:18][CH3:19])=[O:16])[CH2:14][C:5]=4[C:4]=3[CH:3]=2)[CH:21]=1 |f:2.3.4.5,6.7,^1:45,64|. Procedure: Preparation of the title compound was carried out according to General Method 7. A mixture of ethyl 8-bromo-3,4-dihydro-1H-pyrido[4,3-b]indole-2(5H)-carboxylate (See Example 7) (100 mg, 0.3 mmol), pyridine-3-boronic acid (76 mg, 0.62 mmol) and K3PO4 (120 mg, 0.57 mmol) in DMF:H2O (2:1, 3 ml) was purged with nitrogen for 30 minutes. PdCl2(PPh3)2 (25 mg, 0.04 mmol) was added and the reaction was heated at 100° C. for 4 h. The contents were concentrated in vacuo and the crude product was purified b... The reactants are C([O-])(O)=O.[Na+] (sodium bicarbonate), O.C1(=CC=C(C=C1)S(=O)(=O)O)C (p-toluenesulfonic acid monohydrate), FC1=CC=C(N)C=C1 (p-fluoroaniline), [K].COCC(=O)C1C(N(CC1)C(=O)OCC1=CC=CC=C1)=O (benzyl 3-(2-methoxyacetyl)-2-oxopyrrolidine-1-carboxylate potassium salt), Cl (hydrochloric acid). The solvent is C1CCCCC1 (cyclohexane), C1(=CC=CC=C1)C (toluene), C1(=CC=CC=C1)C (toluene). Run at temperature 25 celsius, time 20 minute. Product: FC1=CC=C(C=C1)NC(COC)=C1C(N(CC1)C(=O)OCC1=CC=CC=C1)=O (benzyl 3-(1-((4-fluorophenyl)amino)-2-methoxyethylidene)-2-oxopyrrolidine-1-carboxylate). The yield is 74.8%. RXN SMILES: [K].[CH3:2][O:3][CH2:4][C:5]([CH:7]1[CH2:11][CH2:10][N:9]([C:12]([O:14][CH2:15][C:16]2[CH:21]=[CH:20][CH:19]=[CH:18][CH:17]=2)=[O:13])[C:8]1=[O:22])=O.Cl.O.C1(C)C=CC(S(O)(=O)=O)=CC=1.[F:36][C:37]1[CH:43]=[CH:42][C:40]([NH2:41])=[CH:39][CH:38]=1.C(=O)(O)[O-].[Na+]>C1CCCCC1.C1(C)C=CC=CC=1>[F:36][C:37]1[CH:43]=[CH:42][C:40]([NH:41][C:5](=[C:7]2[CH2:11][CH2:10][N:9]([C:12]([O:14][CH2:15][C:16]3[CH:21]=[CH:20][CH:19]=[CH:18][CH:17]=3)=[O:13])[C:8]2=[O:22])[CH2:4][O:3][CH3:2])=[CH:39][CH:38]=1 |f:0.1,3.4,6.7,^1:0|. Procedure: Into a 100 mL eggplant-shaped flask were added benzyl 3-(2-methoxyacetyl)-2-oxopyrrolidine-1-carboxylate potassium salt (2.93 g) [mw. 329.39, 8.9 mmol], 1 mol/L hydrochloric acid (16 mL) [16 mmol] and toluene (32 mL), and the mixture was stirred for 20 min. After partitioning, the organic layer was concentrated under reduced pressure, and to the concentrate were added toluene (12 mL), cyclohexane (36 mL), p-toluenesulfonic acid monohydrate (18.0 mg) [mw. 190.22, 0.09 mmol] and p-fluoroaniline (0... Reactants: ClC=1C(=NC=C(C1)C(F)(F)F)N (3-chloro-5-(trifluoromethyl)-2-aminopyridine), [O-]CC.[Na+] (sodium ethoxide), C1=C(C=CC2=CC=CC=C12)O (2-naphthol), resultant mixture, N(=O)OCCC(C)C (isopentyl nitrite), crystals. Solvent: C(C)O (ethanol), C(C)O (ethanol). Reaction conditions: time 8 hour. The product is ClC=1C(=NC=C(C1)C(F)(F)F)N=NC1=C(C=CC2=CC=CC=C12)O (1-(3-chloro-5-(trifluoro-methyl)-2-pyridylazo)-2-naphthol). Reaction SMILES: [Cl:1][C:2]1[C:3]([NH2:12])=[N:4][CH:5]=[C:6]([C:8]([F:11])([F:10])[F:9])[CH:7]=1.[O-]CC.[Na+].[N:17](OCCC(C)C)=O.[CH:25]1[C:34]2[C:29](=[CH:30][CH:31]=[CH:32][CH:33]=2)[CH:28]=[CH:27][C:26]=1[OH:35]>C(O)C>[Cl:1][C:2]1[C:3]([N:12]=[N:17][C:25]2[C:34]3[C:29](=[CH:30][CH:31]=[CH:32][CH:33]=3)[CH:28]=[CH:27][C:26]=2[OH:35])=[N:4][CH:5]=[C:6]([C:8]([F:11])([F:9])[F:10])[CH:7]=1 |f:1.2|. Procedure details: A reaction flask was loaded with 3-chloro-5-(trifluoromethyl)-2-aminopyridine (4.0 g), ethanol (13 ml), and sodium ethoxide (1.4 g), followed by dropwise addition of isopentyl nitrite (2.9 g) to the flask in 30 minutes with stirring. After the dropwise addition was ended, heating was started and the mixture was stirred at 75 to 80° C. for four hours. The heating was stopped, and the reaction mixture was cooled to room temperature, followed by dropwise addition of 2-naphthol (1.7 g) dissolved in ... Reactants: [BH4-], O=C([O-])O, CCOCC, [Cl-], [Cl-], Cl, CCOC(=O)C(Cc1ccc2c(c1)OC(F)(F)C(F)(F)O2)C(=O)c1ccc(F)cc1, [Na+], [Na+], O, [Zn+2]. The product is CCOC(=O)C(Cc1ccc2c(c1)OC(F)(F)C(F)(F)O2)C(O)c1ccc(F)cc1. Reaction SMILES: [BH4-:1].[C:34](=[O:35])([O-:36])[OH:37].[CH3:39][CH2:40][O:41][CH2:42][CH3:43].[Cl-:44].[Cl-:46].[ClH:33].[F:3][c:4]1[cH:5][cH:6][c:7]([C:10]([CH:11]([C:12](=[O:13])[O:14][CH2:15][CH3:16])[CH2:17][c:18]2[cH:19][c:20]3[c:21]([cH:30][cH:31]2)[O:22][C:23]([F:28])([F:29])[C:24]([F:26])([F:27])[O:25]3)=[O:32])[cH:8][cH:9]1.[Na+:2].[Na+:38].[OH2:47].[Zn+2:45]>>[F:3][c:4]1[cH:5][cH:6][c:7]([CH:10]([CH:11]([C:12](=[O:13])[O:14][CH2:15][CH3:16])[CH2:17][c:18]2[cH:19][c:20]3[c:21]([cH:30][cH:31]2)[O:22][C:23]([F:28])([F:29])[C:24]([F:26])([F:27])[O:25]3)[OH:32])[cH:8][cH:9]1.